Dataset: the Open Reaction Database (ORD), a public repository of structured organic reaction records. Task: describe an organic reaction: reactants, conditions, products, and yield Starting materials: CCOC1(OCC)CCCCCCCCCCC1, CC(C)c1nc(CCO)n(C)c1Sc1cc(Cl)cc(Cl)c1. Product: CCOC1(OCCc2nc(C(C)C)c(Sc3cc(Cl)cc(Cl)c3)n2C)CCCCCCCCCCC1. RXN SMILES: [CH2:22]([CH3:23])[O:24][C:25]1([O:37][CH2:38][CH3:39])[CH2:26][CH2:27][CH2:28][CH2:29][CH2:30][CH2:31][CH2:32][CH2:33][CH2:34][CH2:35][CH2:36]1.[Cl:1][c:2]1[cH:3][c:4]([S:9][c:10]2[c:11]([CH:19]([CH3:20])[CH3:21])[n:12][c:13]([CH2:16][CH2:17][OH:18])[n:14]2[CH3:15])[cH:5][c:6]([Cl:8])[cH:7]1>>[Cl:1][c:2]1[cH:3][c:4]([S:9][c:10]2[c:11]([CH:19]([CH3:20])[CH3:21])[n:12][c:13]([CH2:16][CH2:17][O:18][C:25]3([O:24][CH2:22][CH3:23])[CH2:26][CH2:27][CH2:28][CH2:29][CH2:30][CH2:31][CH2:32][CH2:33][CH2:34][CH2:35][CH2:36]3)[n:14]2[CH3:15])[cH:5][c:6]([Cl:8])[cH:7]1. The reactants are C(Cl)Cl (DCM), CO (MeOH), C(C=C)NC1=NC(=CC2=C1NC(N2CC2=CC=CC=C2)=O)C2CC2 (4-Allylamino-1-Benzyl-6-cyclopropyl-1,3-dihydro-imidazo[4,5-c]pyridin-2-one), B(F)(F)F.CCOCC (BF3.OEt2). Reagents/catalysts: [Pd] (Pd—C). Run in C(C)O (ethanol). The product is NC1=NC(=CC2=C1NC(N2CC2=CC=CC=C2)=O)C2CC2 (4-Amino-1-benzyl-6-cyclopropyl-1,3-dihydro-imidazo[4,5-c]pyridin-2-one). Yield: 30.3%. RXN SMILES: C([NH:4][C:5]1[C:10]2[NH:11][C:12](=[O:21])[N:13]([CH2:14][C:15]3[CH:20]=[CH:19][CH:18]=[CH:17][CH:16]=3)[C:9]=2[CH:8]=[C:7]([CH:22]2[CH2:24][CH2:23]2)[N:6]=1)C=C.B(F)(F)F.CCOCC.C(Cl)Cl.CO>C(O)C.[Pd]>[NH2:4][C:5]1[C:10]2[NH:11][C:12](=[O:21])[N:13]([CH2:14][C:15]3[CH:20]=[CH:19][CH:18]=[CH:17][CH:16]=3)[C:9]=2[CH:8]=[C:7]([CH:22]2[CH2:23][CH2:24]2)[N:6]=1 |f:1.2|. Procedure: 4-Allylamino-1-Benzyl-6-cyclopropyl-1,3-dihydro-imidazo[4,5-c]pyridin-2-one (70 mg, 0.2 mmol) was dissolved in ethanol (2 mL) and 10% Pd—C (70 mg, w/w) was added followed by dropwise addition of BF3.OEt2 (27 □l, 0.2 mmol). The mixture was heated at reflux under N2 overnight. The mixture was allowed to cool to room temperature and filtered through arbocel, rinsing with fresh EtOH and the filtrate was concentrated in vacuo to give the crude (150 mg). Column chromatography through silica eluting wi... Starting materials: C(C)OC(=O)C=1NC2=CC=C(C=C2C1)C1=CC=C(C=C1)OC(C)C (5-(4-isopropoxyphenyl)indole-2-carboxylic acid ethyl ester), IC1=CC=CC=C1 (iodobenzene). Yields the product C(C)(C)OC1=CC=C(C=C1)C=1C=C2C=C(N(C2=CC1)C1=CC=CC=C1)C(=O)O (5-(4-Isopropoxyphenyl)-1-phenylindole-2-carboxylic acid). Reaction SMILES: C([O:3][C:4]([C:6]1[NH:7][C:8]2[C:13]([CH:14]=1)=[CH:12][C:11]([C:15]1[CH:20]=[CH:19][C:18]([O:21][CH:22]([CH3:24])[CH3:23])=[CH:17][CH:16]=1)=[CH:10][CH:9]=2)=[O:5])C.I[C:26]1[CH:31]=[CH:30][CH:29]=[CH:28][CH:27]=1>>[CH:22]([O:21][C:18]1[CH:17]=[CH:16][C:15]([C:11]2[CH:12]=[C:13]3[C:8](=[CH:9][CH:10]=2)[N:7]([C:26]2[CH:31]=[CH:30][CH:29]=[CH:28][CH:27]=2)[C:6]([C:4]([OH:3])=[O:5])=[CH:14]3)=[CH:20][CH:19]=1)([CH3:23])[CH3:24]. Reported procedure: The title compound was prepared in accordance with Example 10 using 5-(4-isopropoxyphenyl)indole-2-carboxylic acid ethyl ester and iodobenzene. Reactants: BrC1=NC=CC=C1F (2-bromo-3-fluoro-pyridine), C(CCC)[Sn](CCCC)(CCCC)Cl (tributyltin chloride), C(CCC)[Li] (n-butyl-lithium). Run in C1CCOC1 (THF). Conditions: temperature -78 celsius, time 1.5 hour. Product: ether hexanes, FC=1C(=NC=CC1)[Sn](CCCC)(CCCC)CCCC (3-fluoro-2-tributylstannanyl-pyridine). As a reaction SMILES: Br[C:2]1[C:7]([F:8])=[CH:6][CH:5]=[CH:4][N:3]=1.C([Li])CCC.[CH2:14]([Sn:18](Cl)([CH2:23][CH2:24][CH2:25][CH3:26])[CH2:19][CH2:20][CH2:21][CH3:22])[CH2:15][CH2:16][CH3:17]>C1COCC1>[F:8][C:7]1[C:2]([Sn:18]([CH2:19][CH2:20][CH2:21][CH3:22])([CH2:23][CH2:24][CH2:25][CH3:26])[CH2:14][CH2:15][CH2:16][CH3:17])=[N:3][CH:4]=[CH:5][CH:6]=1. Reported procedure: Cool a solution of 2-bromo-3-fluoro-pyridine (542 mg, 3.08 mmol) in dry THF to −78° C. using a dry ice acetone bath. Add n-butyl-lithium (1.6 M in THF, 2.0 mL) to the reaction mixture dropwise via syringe over a 20 minute period. After stirring for 1.5 hours at −78° C., add tributyltin chloride slowly via syringe and remove the cooling bath. After 2 hours, partition the reaction mixture between EtOAc and brine, dry the EtOAc layer (Na2SO4) and remove the solvents under reduced pressure. Flash ch... Reactants: CCOC(=O)c1ccc(CNc2cccc(C#N)c2)c([N+](=O)[O-])c1, CCO, [Cl-], [Fe], [NH4+], O. Yields the product CCOC(=O)c1ccc(CNc2cccc(C#N)c2)c(N)c1. As a reaction SMILES: [C:1](#[N:2])[c:3]1[cH:4][c:5]([NH:9][CH2:10][c:11]2[c:12]([N+:22]([O-:23])=[O:24])[cH:13][c:14]([C:15](=[O:16])[O:17][CH2:18][CH3:19])[cH:20][cH:21]2)[cH:6][cH:7][cH:8]1.[CH3:28][CH2:29][OH:30].[Cl-:26].[Fe:31].[NH4+:27].[OH2:25]>>[C:1](#[N:2])[c:3]1[cH:4][c:5]([NH:9][CH2:10][c:11]2[c:12]([NH2:22])[cH:13][c:14]([C:15](=[O:16])[O:17][CH2:18][CH3:19])[cH:20][cH:21]2)[cH:6][cH:7][cH:8]1. The reactants are [H][H] (hydrogen), C(#N)CCP(OCC(C)C)(=O)C (isobutyl P-(2-cyanoethyl)-P-methyl-phosphinate), solution, N (ammonia). The reagents and catalysts are [Ni] (Raney nickel). Solvent: C(C)O (ethanol), C(C)O (ethanol). Yields the product NCCCP(OCC(C)C)(=O)C (isobutyl P-(3-aminopropyl)-P-methyl-phosphinate). As a reaction SMILES: [C:1]([CH2:3][CH2:4][P:5]([CH3:12])(=[O:11])[O:6][CH2:7][CH:8]([CH3:10])[CH3:9])#[N:2].N.[H][H]>C(O)C.[Ni]>[NH2:2][CH2:1][CH2:3][CH2:4][P:5]([CH3:12])(=[O:11])[O:6][CH2:7][CH:8]([CH3:10])[CH3:9]. Reported procedure: A solution of 20.0 g of isobutyl P-(2-cyanoethyl)-P-methyl-phosphinate in 200 ml of ethanol is added to 230.0 g of an 8% solution of ammonia in ethanol. To this are added 15 ml of Raney nickel slurry and the resulting mixture is hydrogenated at 1 bar until hydrogen uptake ceases. The mixture is then filtered and the filtrate is concentrated under reduced pressure. The crude product is distilled under reduced pressure to give isobutyl P-(3-aminopropyl)-P-methyl-phosphinate, b.p. 130°/0.01 mbar, 3...